Dataset: the Open Reaction Database (ORD), a public repository of structured organic reaction records. Task: describe an organic reaction: reactants, conditions, products, and yield Reactants: [Br-], CCOCC, C[Mg+], Cc1cc(Cl)ccc1C#N, Cl, O. Product: CC(=O)c1ccc(Cl)cc1C. Reaction SMILES: [Br-:1].[CH3:16][CH2:17][O:18][CH2:19][CH3:20].[CH3:2][Mg+:3].[Cl:4][c:5]1[cH:6][c:7]([CH3:13])[c:8]([C:9]#[N:10])[cH:11][cH:12]1.[ClH:15].[OH2:14]>>[Cl:4][c:5]1[cH:6][c:7]([CH3:13])[c:8]([C:19](=[O:18])[CH3:20])[cH:11][cH:12]1. The reactants are C1(=CC=CC=C1)S(=O)(=O)C1=CC=C(C=C1)NC=1C2=C(N=CN1)C=NC(=C2)C2=CC=C(O2)C=O (5-(4-((4-Benzenesulphonyl-phenyl)amino)-pyrido[3,4-d]pyrimidin-6-yl)-furan-2-carbaldehyde), CSCCN ((methylthio)ethylamine), ClCCl (dichloromethane). Product: Cl.Cl.C1(=CC=CC=C1)S(=O)(=O)C1=CC=C(C=C1)NC=1C2=C(N=CN1)C=NC(=C2)C2(OC=CC2)CNCCSC ((4-Benzenesulphonyl-phenyl)-(6-(2-((2-methylthio-ethylamino)-methyl)-furan-2-yl)-pyrido[3,4-d]pyrimidin-4-yl)-amine dihydrochloride). As a reaction SMILES: [C:1]1([S:7]([C:10]2[CH:15]=[CH:14][C:13]([NH:16][C:17]3[C:18]4[CH:26]=[C:25]([C:27]5[O:31][C:30](C=O)=[CH:29][CH:28]=5)[N:24]=[CH:23][C:19]=4[N:20]=[CH:21][N:22]=3)=[CH:12][CH:11]=2)(=[O:9])=[O:8])[CH:6]=[CH:5][CH:4]=[CH:3][CH:2]=1.[CH3:34][S:35][CH2:36][CH2:37][NH2:38].[Cl:39][CH2:40]Cl>>[ClH:39].[ClH:39].[C:1]1([S:7]([C:10]2[CH:15]=[CH:14][C:13]([NH:16][C:17]3[C:18]4[CH:26]=[C:25]([C:27]5([CH2:40][NH:38][CH2:37][CH2:36][S:35][CH3:34])[CH2:28][CH:29]=[CH:30][O:31]5)[N:24]=[CH:23][C:19]=4[N:20]=[CH:21][N:22]=3)=[CH:12][CH:11]=2)(=[O:8])=[O:9])[CH:2]=[CH:3][CH:4]=[CH:5][CH:6]=1 |f:3.4.5|. Procedure: 5-(4-((4-Benzenesulphonyl-phenyl)amino)-pyrido[3,4-d]pyrimidin-6-yl)-furan-2-carbaldehyde (250 mg) and (methylthio)ethylamine (185 mg)) in dichloromethane (5 ml) were reacted together as in Procedure D. Purification using a Bond Elut™ cartridge, gave a yellow solid (245 mg), 70 mg of which was converted to the hydrochloride salt, (yellow solid, 68 mg); m/z 532 (M+1)+. Starting materials: ClC=1C=C(C=CC1)NC(=O)NO (N-(3-chlorophenyl)-N'-hydroxy-urea), CC(=O)C (acetone). Solvent: O (water). The product is ClC=1C=C(C=CC1)N1C(NOC1(C)C)=O (4-(3-Chlorophenyl)-5,5-dimethyl-1,2,4-oxadiazolidine-3-one). RXN SMILES: [Cl:1][C:2]1[CH:3]=[C:4]([NH:8][C:9]([NH:11][OH:12])=[O:10])[CH:5]=[CH:6][CH:7]=1.[CH3:13][C:14]([CH3:16])=O>O>[Cl:1][C:2]1[CH:3]=[C:4]([N:8]2[C:14]([CH3:16])([CH3:13])[O:12][NH:11][C:9]2=[O:10])[CH:5]=[CH:6][CH:7]=1. Procedure: 18.6 g. (0.1 moles) of N-(3-chlorophenyl)-N'-hydroxy-urea are added to 130 g. of acetone. The mixture is stirred for 15 minutes at the temperature of the water bath under reflux. The reaction mixture is then evaporated to dryness and the residue is recrystallized from the mixture of acetone and water. The reactants are OC(CN1C(CN(CC1)C(=O)OCC1=CC=CC=C1)(C)CO)C=1C=C2C[C@@H](OC(C2=CC1)=O)C (benzyl 4-(2-hydroxy-2-((S)-3-methyl-1-oxoisochroman-6-yl)ethyl)-3-(hydroxymethyl)-3-methylpiperazine-1-carboxylate), C(#N)C=P(CCCC)(CCCC)CCCC (cyanomethylenetributylphosphorane). The solvent is C1=CC=CC=C1 (benzene). Reaction conditions: temperature 135 celsius. The product is CC12COC(CN1CCN(C2)C(=O)OCC2=CC=CC=C2)C=2C=C1C[C@@H](OC(C1=CC2)=O)C (Benzyl 9a-methyl-3-((S)-3-methyl-1-oxoisochroman-6-yl)hexahydropyrazino[2,1-c][1,4]oxazine-8(1H)-carboxylate). RXN SMILES: O[CH:2]([C:23]1[CH:24]=[C:25]2[C:30](=[CH:31][CH:32]=1)[C:29](=[O:33])[O:28][C@@H:27]([CH3:34])[CH2:26]2)[CH2:3][N:4]1[CH2:9][CH2:8][N:7]([C:10]([O:12][CH2:13][C:14]2[CH:19]=[CH:18][CH:17]=[CH:16][CH:15]=2)=[O:11])[CH2:6][C:5]1([CH2:21][OH:22])[CH3:20].C(C=P(CCCC)(CCCC)CCCC)#N>C1C=CC=CC=1>[CH3:20][C:5]12[CH2:6][N:7]([C:10]([O:12][CH2:13][C:14]3[CH:19]=[CH:18][CH:17]=[CH:16][CH:15]=3)=[O:11])[CH2:8][CH2:9][N:4]1[CH2:3][CH:2]([C:23]1[CH:24]=[C:25]3[C:30](=[CH:31][CH:32]=1)[C:29](=[O:33])[O:28][C@@H:27]([CH3:34])[CH2:26]3)[O:22][CH2:21]2. Procedure details: The mixture of benzyl 4-(2-hydroxy-2-((S)-3-methyl-1-oxoisochroman-6-yl)ethyl)-3-(hydroxymethyl)-3-methylpiperazine-1-carboxylate (762 mg, 1.60 mmol) and cyanomethylenetributylphosphorane (471 mg, 1.90 mmol) in dry benzene was degassed and heated to 135° C. in a microwave reactor for 3.5 h. After which point, the reaction mixture was cooled down to rt, concentrated to dryness and purified on silica gel to afford the title compound (cis or trans): MS: m/e 451.2 (M+H)+. Reactants: FC(C(=O)O)(F)F (Trifluoroacetic acid), C(C)(C)(C)OC(=O)N1C=CC2=CC(=CC=C12)NC1=C(C(=O)OC(C)(C)C)C=CC(=C1)CCC1=CC=CC=C1 (tert-butyl 2-((1-(tert-butoxycarbonyl)-1H-indol-5-yl)amino)-4-phenethylbenzoate). Yields the product N1C=CC2=CC(=CC=C12)NC1=C(C(=O)O)C=CC(=C1)CCC1=CC=CC=C1 (2-((1H-indol-5-yl)amino)-4-phenethylbenzoic acid). Reaction SMILES: FC(F)(F)C(O)=O.C(OC([N:15]1[C:23]2[C:18](=[CH:19][C:20]([NH:24][C:25]3[CH:37]=[C:36]([CH2:38][CH2:39][C:40]4[CH:45]=[CH:44][CH:43]=[CH:42][CH:41]=4)[CH:35]=[CH:34][C:26]=3[C:27]([O:29]C(C)(C)C)=[O:28])=[CH:21][CH:22]=2)[CH:17]=[CH:16]1)=O)(C)(C)C>>[NH:15]1[C:23]2[C:18](=[CH:19][C:20]([NH:24][C:25]3[CH:37]=[C:36]([CH2:38][CH2:39][C:40]4[CH:41]=[CH:42][CH:43]=[CH:44][CH:45]=4)[CH:35]=[CH:34][C:26]=3[C:27]([OH:29])=[O:28])=[CH:21][CH:22]=2)[CH:17]=[CH:16]1. Procedure: Trifluoroacetic acid 3.0 mL solution of the obtained tert-butyl 2-((1-(tert-butoxycarbonyl)-1H-indol-5-yl)amino)-4-phenethylbenzoate was stirred at room temperature for 1 hour. The solvent was removed under reduced pressure, and the obtained residue was refined by reversed-phase silica gel column chromatography [eluent; 60-100% acetonitrile/0.1% trifluoroacetic acid aqueous solution] to give 2-((1H-indol-5-yl)amino)-4-phenethylbenzoic acid 25 mg of pale yellow solid. Starting materials: CCOc1ccc(OB([O-])[O-])cc1F, COC(=O)C1=Cc2cc(Br)ccc2N(C(=O)OC(C)(C)C)CC1, O=C([O-])[O-], CCO, CCOC(C)=O, [K+], [K+], O, Cc1ccccc1. Product: CCOc1ccc(-c2ccc3c(c2)C=C(C(=O)OC)CCN3C(=O)OC(C)(C)C)cc1F. Reaction SMILES: [B:1]([O-:2])([O-:13])[O:14][c:3]1[cH:4][c:5]([F:12])[c:6]([O:9][CH2:10][CH3:11])[cH:7][cH:8]1.[Br:15][c:16]1[cH:17][cH:18][c:19]2[c:20]([cH:37]1)[CH:21]=[C:22]([C:33](=[O:34])[O:35][CH3:36])[CH2:23][CH2:24][N:25]2[C:26](=[O:27])[O:28][C:29]([CH3:30])([CH3:31])[CH3:32].[C:38](=[O:39])([O-:40])[O-:41].[CH2:51]([OH:52])[CH3:53].[CH3:55][CH2:56][O:57][C:58](=[O:59])[CH3:60].[K+:42].[K+:43].[OH2:54].[c:44]1([CH3:45])[cH:46][cH:47][cH:48][cH:49][cH:50]1>>[c:3]1(-[c:16]2[cH:17][cH:18][c:19]3[c:20]([cH:37]2)[CH:21]=[C:22]([C:33](=[O:34])[O:35][CH3:36])[CH2:23][CH2:24][N:25]3[C:26](=[O:27])[O:28][C:29]([CH3:30])([CH3:31])[CH3:32])[cH:4][c:5]([F:12])[c:6]([O:9][CH2:10][CH3:11])[cH:7][cH:8]1. The reactants are O.NN (hydrazine hydrate), [N+](=O)([O-])C=1C=CC(=C(C(=O)C2=C(C=CC=C2)Cl)C1)N1C(=NN=C1C)CN1C(C=2C(C1=O)=CC=CC2)=O (5-nitro-2'-chloro-2-[3-(phthalimidomethyl)-5-methyl-4H-1,2,4-triazol-4-yl]benzophenone). The solvent is C(C)O (ethanol). Yields the product [N+](=O)([O-])C=1C=CC2=C(C(=NCC=3N2C(=NN3)C)C3=C(C=CC=C3)Cl)C1 (8-nitro-1-methyl-6-(o-chlorophenyl)-4H-s-triazolo-[4,3-a][1,4]benzodiazepine). RXN SMILES: [N+:1]([C:4]1[CH:5]=[CH:6][C:7]([N:19]2[C:23]([CH3:24])=[N:22][N:21]=[C:20]2[CH2:25][N:26]2C(=O)C3=CC=CC=C3C2=O)=[C:8]([CH:18]=1)[C:9]([C:11]1[CH:16]=[CH:15][CH:14]=[CH:13][C:12]=1[Cl:17])=O)([O-:3])=[O:2].O.NN>C(O)C>[N+:1]([C:4]1[CH:5]=[CH:6][C:7]2[N:19]3[C:23]([CH3:24])=[N:22][N:21]=[C:20]3[CH2:25][N:26]=[C:9]([C:11]3[CH:16]=[CH:15][CH:14]=[CH:13][C:12]=3[Cl:17])[C:8]=2[CH:18]=1)([O-:3])=[O:2] |f:1.2|. Procedure: In the manner given in Example 4, 5-nitro-2'-chloro-2-[3-(phthalimidomethyl)-5-methyl-4H-1,2,4-triazol-4-yl]benzophenone was heated in ethanol with hydrazine hydrate to give 8-nitro-1-methyl-6-(o-chlorophenyl)-4H-s-triazolo-[4,3-a][1,4]benzodiazepine.